Task: describe an organic reaction: reactants, conditions, products, and yield. Dataset: the Open Reaction Database (ORD), a public repository of structured organic reaction records The reactants are C(C1=CC=CC=C1)C1=CC=2N(C=C1)N=C(C2C2=CC=NC1=CC(=CC=C21)Br)C2=NC=CC=C2 (4-(5-benzyl-2-pyridin-2-yl-pyrazolo-[1,5-a]-pyridin-3-yl)-7-bromo-quinoline), C1(=CC=CC=C1)P(C1=CC=CC=C1)C1=CC=CC=C1 (triphenylphosphine), C(C)(=O)[O-].[Na+] (sodium acetate), [C]=O (carbon monoxide), [C]=O (carbon monoxide). The reagents and catalysts are C(C)(=O)[O-].[Pd+2].C(C)(=O)[O-] (palladium acetate). Solvent: CN(C)C=O (DMF), CO (methanol). Run at temperature 80 celsius, time 10 minute. Product: COC(=O)C1=CC=C2C(=CC=NC2=C1)C=1C(=NN2C1C=C(C=C2)CC2=CC=CC=C2)C2=NC=CC=C2 (4-(5-Benzyl-2-pyridin-2-yl-pyrazolo[1,5-a]pyridin-3-yl)-quinoline-7-carboxylic acid methyl ester). The yield is 255.0%. RXN SMILES: [CH2:1]([C:8]1[CH:13]=[CH:12][N:11]2[N:14]=[C:15]([C:28]3[CH:33]=[CH:32][CH:31]=[CH:30][N:29]=3)[C:16]([C:17]3[C:26]4[C:21](=[CH:22][C:23](Br)=[CH:24][CH:25]=4)[N:20]=[CH:19][CH:18]=3)=[C:10]2[CH:9]=1)[C:2]1[CH:7]=[CH:6][CH:5]=[CH:4][CH:3]=1.[C:34]1(P(C2C=CC=CC=2)C2C=CC=CC=2)C=CC=CC=1.[C:53]([O-:56])(=[O:55])C.[Na+].[C]=O>CN(C=O)C.CO.C([O-])(=O)C.[Pd+2].C([O-])(=O)C>[CH3:34][O:56][C:53]([C:23]1[CH:22]=[C:21]2[C:26]([C:17]([C:16]3[C:15]([C:28]4[CH:33]=[CH:32][CH:31]=[CH:30][N:29]=4)=[N:14][N:11]4[CH:12]=[CH:13][C:8]([CH2:1][C:2]5[CH:3]=[CH:4][CH:5]=[CH:6][CH:7]=5)=[CH:9][C:10]=34)=[CH:18][CH:19]=[N:20]2)=[CH:25][CH:24]=1)=[O:55] |f:2.3,7.8.9,^3:57|. Reported procedure: To a solution of 4-(5-benzyl-2-pyridin-2-yl-pyrazolo-[1,5-a]-pyridin-3-yl)-7-bromo-quinoline (118 mg, 0.24 mmol) in DMF (4 mL) and methanol (4 mL), add triphenylphosphine (20 mg, 0.07 mmol) and sodium acetate (28 mg, 0.36 mmol). Bubble nitrogen for 10 minutes. Add palladium acetate (16 mg, 0.07 mmol) and bubble nitrogen for another 10 minutes. Bubble carbon monoxide through the solution for 5 minutes and attach a carbon monoxide balloon. Heat the reaction mixture at 80° C. for 2 days. Cool the r...